Dataset: the Open Reaction Database (ORD), a public repository of structured organic reaction records. Task: describe an organic reaction: reactants, conditions, products, and yield Reactants: NC1=C(C#N)C(=CC=C1)Cl (2-amino-6-chlorobenzonitrile), C(C)(=O)OCC.CCCCCC (ethyl acetate hexane). Yields the product ClC1=CC=CC(=C1C#N)NC(=O)OCC (6-Chloro-2-(ethoxycarbonylamino)benzonitrile). Reaction SMILES: [NH2:1][C:2]1[CH:9]=[CH:8][CH:7]=[C:6]([Cl:10])[C:3]=1[C:4]#[N:5].[C:11]([O:14][CH2:15][CH3:16])(=[O:13])C.CCCCCC>>[Cl:10][C:6]1[C:3]([C:4]#[N:5])=[C:2]([NH:1][C:11]([O:14][CH2:15][CH3:16])=[O:13])[CH:9]=[CH:8][CH:7]=1 |f:1.2|. Procedure details: The title compound was prepared according to the procedure described in step 1 of Example 1 (Method B) from 2-amino-6-chlorobenzonitrile. m.p.: 144.5-145.1 (ethyl acetate/hexane) 1H-NMR (CDCl3) δ: 8.21 (1H, d, J=8 Hz), 7.49 (1H, t, J=8 Hz), 7.16 (1H, d, J=8 Hz), 7.17 (1H, br s), 4.27 (2H, q, J=7 Hz), 1.35 (3H, t, J=7 Hz) Starting materials: C(C)C1(CCC2=CC(=CC=C12)F)C1=CNC2=C(C=CC=C12)N (3-(1-ethyl-5-fluoro-indan-1-yl)-1H-indol-7-ylamine), C(C)S(=O)(=O)Cl (ethanesulfonyl chloride). Product: C(C)C1(CCC2=CC(=CC=C12)F)C1=CNC2=C(C=CC=C12)NS(=O)(=O)CC (Ethanesulfonic acid [3-(1-ethyl-5-fluoro-indan-1-yl)-1H-indol-7-yl]-amide). Reaction SMILES: [CH2:1]([C:3]1([C:13]2[C:21]3[C:16](=[C:17]([NH2:22])[CH:18]=[CH:19][CH:20]=3)[NH:15][CH:14]=2)[C:11]2[C:6](=[CH:7][C:8]([F:12])=[CH:9][CH:10]=2)[CH2:5][CH2:4]1)[CH3:2].[CH2:23]([S:25](Cl)(=[O:27])=[O:26])[CH3:24]>>[CH2:1]([C:3]1([C:13]2[C:21]3[C:16](=[C:17]([NH:22][S:25]([CH2:23][CH3:24])(=[O:27])=[O:26])[CH:18]=[CH:19][CH:20]=3)[NH:15][CH:14]=2)[C:11]2[C:6](=[CH:7][C:8]([F:12])=[CH:9][CH:10]=2)[CH2:5][CH2:4]1)[CH3:2]. Procedure details: Utilizing 3-(1-ethyl-5-fluoro-indan-1-yl)-1H-indol-7-ylamine and ethanesulfonyl chloride, the title compound is prepared as in example 15. 0.18 g (35%). LC-MS m/z 387.1 (M++1). The reactants are CCC(C)Nc1cc(C(=O)OC)cc(C2OCCCO2)n1, CO, Cl, [Li+], [OH-]. The product is CCC(C)Nc1cc(C(=O)O)cc(C2OCCCO2)n1. Reaction SMILES: [CH3:1][O:2][C:3]([c:4]1[cH:5][c:6]([NH:16][CH:17]([CH3:18])[CH2:19][CH3:20])[n:7][c:8]([CH:10]2[O:11][CH2:12][CH2:13][CH2:14][O:15]2)[cH:9]1)=[O:21].[CH3:25][OH:26].[ClH:24].[Li+:22].[OH-:23]>>[O:2]=[C:3]([c:4]1[cH:5][c:6]([NH:16][CH:17]([CH3:18])[CH2:19][CH3:20])[n:7][c:8]([CH:10]2[O:11][CH2:12][CH2:13][CH2:14][O:15]2)[cH:9]1)[OH:21]. Starting materials: C(#N)C1=CC=C(C=C1)O (4-cyanophenol), C([O-])([O-])=O.[K+].[K+] (potassium carbonate), BrCCCBr (1,3-dibromopropane). Run in CN(C)C=O (DMF). Conditions: time 15 minute. Yields the product C(CCOC1=CC=C(C#N)C=C1)OC1=CC=C(C#N)C=C1 (4,4′-Propanediyldioxy-dibenzonitrile). The yield is 90.7%. Reaction SMILES: [C:1]([C:3]1[CH:8]=[CH:7][C:6]([OH:9])=[CH:5][CH:4]=1)#[N:2].[C:10](=[O:13])([O-])[O-].[K+].[K+].Br[CH2:17][CH2:18][CH2:19]Br>CN(C=O)C>[CH2:17]([O:13][C:10]1[CH:7]=[CH:8][C:3]([C:1]#[N:2])=[CH:4][CH:5]=1)[CH2:18][CH2:19][O:9][C:6]1[CH:7]=[CH:8][C:3]([C:1]#[N:2])=[CH:4][CH:5]=1 |f:1.2.3|. Procedure: To a solution of 4-cyanophenol (20.0 g; 0.16 mol) in DMF (350 mL) was added powdered potassium carbonate (34.8g; 0.25 mol) under an atmosphere of argon. This mixture was stirred at room temperature for 15 minutes. To the reaction mixture was added 1,3-dibromopropane (8.52 mL; 0.08 mol) via syringe, and the mixture stirred at room temperature for 16 hours. The solvent was removed by high vacuum distillation and the remaining white solid was taken up in 200 mL of EtOAc. HCl (1N in water) was then ... Starting materials: N1(CCCCC1)CC=1C=C(OCCCNC(=O)NNC(=O)N)C=CC1 (N-[3-[3-(1-piperidinylmethyl) phenoxy]propyl]-1,2-hydrazine dicarboxamide), P(=O)(Cl)(Cl)Cl (phosphorus oxychloride). Product: N1(CCCCC1)CC=1C=C(OCCCNC=2OC(=NN2)N)C=CC1 (N-[3-[3-(1-Piperidinylmethyl)phenoxy]propyl]-1,3,4-oxadiazole-2,5-diamine). RXN SMILES: [N:1]1([CH2:7][C:8]2[CH:9]=[C:10]([CH:23]=[CH:24][CH:25]=2)[O:11][CH2:12][CH2:13][CH2:14][NH:15][C:16]([NH:18][NH:19][C:20]([NH2:22])=[O:21])=O)[CH2:6][CH2:5][CH2:4][CH2:3][CH2:2]1.P(Cl)(Cl)(Cl)=O>>[N:1]1([CH2:7][C:8]2[CH:9]=[C:10]([CH:23]=[CH:24][CH:25]=2)[O:11][CH2:12][CH2:13][CH2:14][NH:15][C:16]2[O:21][C:20]([NH2:22])=[N:19][N:18]=2)[CH2:6][CH2:5][CH2:4][CH2:3][CH2:2]1. Reported procedure: The compound is prepared by a method analogous to that of Example 40 from N-[3-[3-(1-piperidinylmethyl) phenoxy]propyl]-1,2-hydrazine dicarboxamide and phosphorus oxychloride. As a reaction SMILES: [Cl:1][C:2]1[CH:18]=[CH:17][C:5]([C:6]([C:8]2[CH:15]=[CH:14][C:11]([CH2:12]Br)=[CH:10][C:9]=2[Cl:16])=[O:7])=[CH:4][CH:3]=1.[N-:19]=[N+:20]=[N-:21].[K+]>C(O)C>[Cl:1][C:2]1[CH:18]=[CH:17][C:5]([C:6]([C:8]2[CH:15]=[CH:14][C:11]([CH2:12][N:19]=[N+:20]=[N-:21])=[CH:10][C:9]=2[Cl:16])=[O:7])=[CH:4][CH:3]=1 |f:1.2|. The yield is 106.1%. Reactants: ClC1=CC=C(C(=O)C2=C(C=C(CBr)C=C2)Cl)C=C1 (4-(4-chlorobenzoyl)-3-chlorobenzyl bromide), [N-]=[N+]=[N-].[K+] (potassium azide). Yields the product ClC1=CC=C(C(=O)C2=C(C=C(CN=[N+]=[N-])C=C2)Cl)C=C1 (4-(4-chlorobenzoyl)-3-chlorobenzyl azide). Run at time 16 hour. The solvent is C(C)O (ethanol). Procedure details: A stirred suspension of 4-(4-chlorobenzoyl)-3-chlorobenzyl bromide (1.60 g, 4.65 mmol) and potassium azide (0.715 g, 8.81 mmol) in ethanol (15 ml) was refluxed 5 hours, cooled to ambient temperature, and stirred 16 hours. The solids were filtered and washed twice with ethanol. The combined filtrate and washes were evaporated under vacuum, diluted with diethyl ether (40 ml), filtered, and evaporated under vacuum to provide 1.51 g (106% of theory) of 4-(4-chlorobenzoyl)-3-chlorobenzyl azide, m.p. ... Starting materials: CO, COC(=O)c1ccc([N+](=O)[O-])c(C(OC)OC)c1. Product: COC(=O)c1ccc(N)c(C(OC)OC)c1. As a reaction SMILES: [CH3:19][OH:20].[CH3:1][O:2][C:3]([c:4]1[cH:5][c:6]([CH:13]([O:14][CH3:15])[O:16][CH3:17])[c:7]([N+:10]([O-:11])=[O:12])[cH:8][cH:9]1)=[O:18]>>[CH3:1][O:2][C:3]([c:4]1[cH:5][c:6]([CH:13]([O:14][CH3:15])[O:16][CH3:17])[c:7]([NH2:10])[cH:8][cH:9]1)=[O:18].